From a dataset of the Open Reaction Database (ORD), a public repository of structured organic reaction records. describe an organic reaction: reactants, conditions, products, and yield Reactants: COC(=O)C1N(C(CC1)=O)CC#N (1-Cyanomethyl-5-oxo-pyrrolidine-2-carboxylic acid methyl ester). Reagents/catalysts: O=[Pt]=O (PtO2). Run in CO (MeOH). Product: C1(C=2N(CCN1)C(CC2)=O)=O (Tetrahydro-pyrrolo[1,2-a]pyrazine-1,6-dione). The yield is 63.1%. As a reaction SMILES: C[O:2][C:3]([CH:5]1[CH2:9][CH2:8][C:7](=[O:10])[N:6]1[CH2:11][C:12]#[N:13])=O>CO.O=[Pt]=O>[C:3]1(=[O:2])[NH:13][CH2:12][CH2:11][N:6]2[C:7](=[O:10])[CH2:8][CH:9]=[C:5]12. Procedure: 1-Cyanomethyl-5-oxo-pyrrolidine-2-carboxylic acid methyl ester (1.1 g, 6.04 mmol) was dissolved in MeOH (30 ml) and hydrogenated over PtO2 (200 mg) at 20 psi for 24 hours. After filtration of the catalyst, the solvent was removed under vacuum and the residue triturated with iPrOH to afford the title compound as a white powder (580 mg, 62% yield). Starting materials: Br, CC(NC(=O)Cc1cc(F)cc(F)c1)C(=O)O, NC1CCOC1=O. The product is CC(NC(=O)Cc1cc(F)cc(F)c1)C(=O)C1COC(=O)C1N. RXN SMILES: [BrH:18].[F:1][c:2]1[cH:3][c:4]([CH2:9][C:10](=[O:11])[NH:12][CH:13]([CH3:14])[C:15](=[O:16])[OH:17])[cH:5][c:6]([F:8])[cH:7]1.[NH2:19][CH:20]1[C:21](=[O:22])[O:23][CH2:24][CH2:25]1>>[F:1][c:2]1[cH:3][c:4]([CH2:9][C:10](=[O:11])[NH:12][CH:13]([CH3:14])[C:15](=[O:17])[CH:25]2[CH:20]([NH2:19])[C:21](=[O:22])[O:23][CH2:24]2)[cH:5][c:6]([F:8])[cH:7]1.